Dataset: the Open Reaction Database (ORD), a public repository of structured organic reaction records. Task: describe an organic reaction: reactants, conditions, products, and yield The reactants are BrC1=C(C#N)C=CC(=C1)F (2-bromo-4-fluorobenzonitrile), FC1=CC(=C(C#N)C=C1)B1OC(C(O1)(C)C)(C)C (4-fluoro-2-(4,4,5,5-tetramethyl-[1,3,2]dioxaborolan-2-yl }benzonitrile), BrC1=CC=CC(=N1)C1=CN=C2N1C=CC(=N2)C(C)(O[Si](CC)(CC)CC)C (3-(6-Bromopyridin-2-yl)-7-(1-methyl-1-triethylsilanyloxyethyl)imidazo[1,2-α]pyrimidine). Product: FC1=CC(=C(C#N)C=C1)B1OC(C(O1)(C)C)(C)C (4-Fluoro-2-(4,4,5,5-tetramethyl-[1,3,2]dioxaborolan-2-yl }benzonitrile), FC1=CC(=C(C#N)C=C1)C1=NC(=CC=C1)C1=CN=C2N1C=CC(=N2)C(C)(O[Si](CC)(CC)CC)C (4-fluoro-2-{6-[7-(1-methyl-1-triethylsilanyloxyethyl)imidazo[1,2-α]pyrimidin-3-yl]pyridin-2-yl }benzonitrile). RXN SMILES: Br[C:2]1[CH:9]=[C:8]([F:10])[CH:7]=[CH:6][C:3]=1[C:4]#[N:5].Br[C:12]1[N:17]=[C:16]([C:18]2[N:22]3[CH:23]=[CH:24][C:25]([C:27]([CH3:37])([O:29][Si:30]([CH2:35][CH3:36])([CH2:33][CH3:34])[CH2:31][CH3:32])[CH3:28])=[N:26][C:21]3=[N:20][CH:19]=2)[CH:15]=[CH:14][CH:13]=1.[F:38][C:39]1[CH:46]=[CH:45][C:42]([C:43]#[N:44])=[C:41]([B:47]2[O:51][C:50]([CH3:53])([CH3:52])[C:49]([CH3:55])([CH3:54])[O:48]2)[CH:40]=1>>[F:38][C:39]1[CH:46]=[CH:45][C:42]([C:43]#[N:44])=[C:41]([B:47]2[O:51][C:50]([CH3:53])([CH3:52])[C:49]([CH3:55])([CH3:54])[O:48]2)[CH:40]=1.[F:10][C:8]1[CH:7]=[CH:6][C:3]([C:4]#[N:5])=[C:2]([C:12]2[CH:13]=[CH:14][CH:15]=[C:16]([C:18]3[N:22]4[CH:23]=[CH:24][C:25]([C:27]([CH3:28])([O:29][Si:30]([CH2:31][CH3:32])([CH2:35][CH3:36])[CH2:33][CH3:34])[CH3:37])=[N:26][C:21]4=[N:20][CH:19]=3)[N:17]=2)[CH:9]=1. Procedure details: 4-Fluoro-2-(4,4,5,5-tetramethyl-[1,3,2]dioxaborolan-2-yl }benzonitrile was synthesised from 2-bromo-4-fluorobenzonitrile following the procedure in Example 22. 3-(6-Bromopyridin-2-yl)-7-(1-methyl-1-triethylsilanyloxyethyl)imidazo[1,2-α]pyrimidine was coupled to 4-fluoro-2-(4,4,5,5-tetramethyl-[1,3,2]dioxaborolan-2-yl }benzonitrile following the procedure in Example 2 to give 4-fluoro-2-{6-[7-(1-methyl-1-triethylsilanyloxyethyl)imidazo[1,2-α]pyrimidin-3-yl]pyridin-2-yl }benzonitrile as an orange ... Reactants: FC1=CC=C(C=C1)[O-].[Na+] (sodium 4-fluorophenolate), [N+](=O)([O-])C=1C=C2C(N(C(C2=CC1)=O)C1=CC=CC=C1)=O (5-Nitro-2-phenylisoindole-1,3-dione), Cl (HCl). Solvent: CN(C)C=O (DMF). Run at temperature 100 celsius, time 2 hour. Product: FC1=CC=C(OC2=C3C(N(C(C3=CC=C2)=O)C2=CC=CC=C2)=O)C=C1 ((4-fluorophenoxy)-2-phenylisoindol-1,3-dione). The yield is 32.7%. Reaction SMILES: [N+]([C:4]1[CH:5]=[C:6]2[C:10](=[CH:11][CH:12]=1)[C:9](=[O:13])[N:8]([C:14]1[CH:19]=[CH:18][CH:17]=[CH:16][CH:15]=1)[C:7]2=[O:20])([O-])=O.[F:21][C:22]1[CH:27]=[CH:26][C:25]([O-:28])=[CH:24][CH:23]=1.[Na+].Cl>CN(C=O)C>[F:21][C:22]1[CH:27]=[CH:26][C:25]([O:28][C:11]2[CH:12]=[CH:4][CH:5]=[C:6]3[C:10]=2[C:9](=[O:13])[N:8]([C:14]2[CH:19]=[CH:18][CH:17]=[CH:16][CH:15]=2)[C:7]3=[O:20])=[CH:24][CH:23]=1 |f:1.2|. Procedure details: 5-Nitro-2-phenylisoindole-1,3-dione (5.9 g, 22 mmol) was dissolved in DMF (40 ml) and sodium 4-fluorophenolate (3.1 g, 23.1 mmol) was added. The resulting mixture was stirred at 100° C. for 2 hours under an argon atmosphere. The mixture was allowed to cool to RT then poured into 4% aqueous HCl. The yellow precipitate which formed was filtered off, washed with water and recrystallised (DCM/TBME) to yield (4-fluorophenoxy)-2-phenylisoindol-1,3-dione (2.4 g, 41%); The reactants are CNC(=O)c1cccc(-c2cc(C)[nH]n2)n1, O=C1CCC(=O)N1Cl. The product is CNC(=O)c1cccc(-c2n[nH]c(C)c2Cl)n1. Reaction SMILES: [CH3:1][NH:2][C:3](=[O:4])[c:5]1[n:6][c:7](-[c:11]2[n:12][nH:13][c:14]([CH3:16])[cH:15]2)[cH:8][cH:9][cH:10]1.[Cl:17][N:18]1[C:19](=[O:20])[CH2:21][CH2:22][C:23]1=[O:24]>>[CH3:1][NH:2][C:3](=[O:4])[c:5]1[n:6][c:7](-[c:11]2[n:12][nH:13][c:14]([CH3:16])[c:15]2[Cl:17])[cH:8][cH:9][cH:10]1. The reactants are C([O-])([O-])=O.[K+].[K+] (potassium carbonate), ClC=1C=C(C=CC1)N(CC(CN)N)C (N1-(3-Chloro-phenyl)-N1-methyl-propane-1,2,3-triamine), N#CBr (cyanogen bromide). Run in O1CCCC1 (tetrahydrofurane), O1CCCC1 (tetrahydrofurane). Run at time 1 hour. Product: ClC=1C=C(C=CC1)N(C)CC1N=C(NC1)N (4-{[(3-Chloro-phenyl)-methyl-amino]-methyl}-4,5-dihydro-1H-imidazol-2-ylamine). Isolated yield 27.9%. Reaction SMILES: [Cl:1][C:2]1[CH:3]=[C:4]([N:8]([CH3:14])[CH2:9][CH:10]([NH2:13])[CH2:11][NH2:12])[CH:5]=[CH:6][CH:7]=1.C(=O)([O-])[O-].[K+].[K+].[N:21]#[C:22]Br>O1CCCC1>[Cl:1][C:2]1[CH:3]=[C:4]([N:8]([CH2:9][CH:10]2[CH2:11][NH:12][C:22]([NH2:21])=[N:13]2)[CH3:14])[CH:5]=[CH:6][CH:7]=1 |f:1.2.3|. Reported procedure: N1-(3-Chloro-phenyl)-N1-methyl-propane-1,2,3-triamine (0.321 g, 1.5 mmol) was dissolved in tetrahydrofurane (5 ml) and potassium carbonate (0.249 g, 1.8 mmol) was added. Under cooling with an ice-bath a solution of cyanogen bromide (0.191 g, 1.8 mmol) in tetrahydrofurane (5 ml) was added dropwise. The cooling bath was removed and stirring was continued for one hour. Ethyl acetate (50 ml) and water (20 ml) were added and the organic layer was separated. The mixture was extracted again with ethyl ... The reactants are FC1=CC=C(C=C1)C1N=C(N=C(C1=CO)C(C)C)C1=CC=CC=C1 (4-(4-fluorophenyl)-6-(1-methylethyl)-2-phenyl-5-hydroxymethylene-pyrimidine), C(Cl)Cl.C1CCOC1 (methylene chloride THF), CS(=O)C (Dimethylsulfoxide), C(C(=O)Cl)(=O)Cl (oxalyl chloride). The solvent is C(C)N(CC)CC (triethylamine), C(Cl)Cl (methylene chloride), CCOCC (ether). Conditions: temperature -78 celsius, time 15 minute. The product is FC1=CC=C(C=C1)C1=NC(=NC(=C1C=O)C(C)C)C1=CC=CC=C1 (4-(4-Fluorophenyl)-6-(1-methylethyl)-2-phenyl-5-formyl-pyrimidine). Yield: 83.0%. As a reaction SMILES: CS(C)=O.C(Cl)(=O)C(Cl)=O.[F:11][C:12]1[CH:17]=[CH:16][C:15]([CH:18]2[C:23](=[CH:24][OH:25])[C:22]([CH:26]([CH3:28])[CH3:27])=[N:21][C:20]([C:29]3[CH:34]=[CH:33][CH:32]=[CH:31][CH:30]=3)=[N:19]2)=[CH:14][CH:13]=1.C(Cl)Cl.C1COCC1>C(Cl)Cl.CCOCC.C(N(CC)CC)C>[F:11][C:12]1[CH:13]=[CH:14][C:15]([C:18]2[C:23]([CH:24]=[O:25])=[C:22]([CH:26]([CH3:28])[CH3:27])[N:21]=[C:20]([C:29]3[CH:30]=[CH:31][CH:32]=[CH:33][CH:34]=3)[N:19]=2)=[CH:16][CH:17]=1 |f:3.4|. Reported procedure: Dimethylsulfoxide (DMSO) (3.10 gm, 39.7 mmol) was added to a solution of oxalyl chloride (2.520 gm, 19.8 mmol) in methylene chloride (100 ml) which was cooled to -78° C. under argon. The solution was allowed to stir 15 minutes. Then, 4-(4-fluorophenyl)-6-(1-methylethyl)-2-phenyl-5-hydroxymethylene-pyrimidine obtained in step (iii) above (4.942 gm, 15.3 mmol) was added to the flask as a methylene chloride/THF (25 ml/10 ml) solution. The solution was stirred for 20 minutes and then triethylamine (...